This data is from the Open Reaction Database (ORD), a public repository of structured organic reaction records. The task is: describe an organic reaction: reactants, conditions, products, and yield RXN SMILES: [CH3:27][OH:28].[CH3:3][O:4][C:5]([CH2:6][CH2:7][CH2:8][CH2:9][CH2:10][CH2:11][CH2:12][n:13]1[cH:14][n:15][c:16](-[c:18]2[c:19]([OH:24])[cH:20][cH:21][cH:22][cH:23]2)[cH:17]1)=[O:25].[Na+:2].[OH-:1].[OH2:26]>>[O:4]=[C:5]([CH2:6][CH2:7][CH2:8][CH2:9][CH2:10][CH2:11][CH2:12][n:13]1[cH:14][n:15][c:16](-[c:18]2[c:19]([OH:24])[cH:20][cH:21][cH:22][cH:23]2)[cH:17]1)[OH:25]. The product is O=C(O)CCCCCCCn1cnc(-c2ccccc2O)c1. Starting materials: CO, COC(=O)CCCCCCCn1cnc(-c2ccccc2O)c1, [Na+], [OH-], O. Reactants: [H-].[Li+] (lithium hydride), CC1=CC=C(NC=2SC3=C(C(N2)=O)C=CC=N3)C=C1 (2-(4-methylanilino)-4H-pyrido[3,2-e]-1,3-thiazin-4-one), C(CC)I (n-propyl iodide). Run in CN(C)C=O (DMF). Conditions: time 30 minute. Yields the product CC1=CC=C(C=C1)N=C1SC2=C(C(N1CCC)=O)C=CC=N2 (2,3-dihydro-2-[(4-methylphenyl)imino)-3-propyl-4H-pyrido[3,2-e]-1,3-thiazin-4-one). Isolated yield 56.1%. RXN SMILES: [CH3:1][C:2]1[CH:19]=[CH:18][C:5]([NH:6][C:7]2[S:8][C:9]3[N:17]=[CH:16][CH:15]=[CH:14][C:10]=3[C:11](=[O:13])[N:12]=2)=[CH:4][CH:3]=1.[H-].[Li+].[CH2:22](I)[CH2:23][CH3:24]>CN(C=O)C>[CH3:1][C:2]1[CH:19]=[CH:18][C:5]([N:6]=[C:7]2[N:12]([CH2:22][CH2:23][CH3:24])[C:11](=[O:13])[C:10]3[CH:14]=[CH:15][CH:16]=[N:17][C:9]=3[S:8]2)=[CH:4][CH:3]=1 |f:1.2|. Procedure details: To a mixture of 900 mg (3.34 mmol) of 2-(4-methylanilino)-4H-pyrido[3,2-e]-1,3-thiazin-4-one and 15 ml of DMF was added 27 mg of lithium hydride in a stream of argon, and it was stirred for 30 minutes at room temperature. To the mixture was then added 568 mg of n-propyl iodide. The mixture was then stirred for 2 hours. After the termination of the reaction, the mixture was concentrated under reduced pressure. To the resulting residue was added water and ethyl acetate, and extracted. The resultin... The reactants are CO, Cl, O, [Sn], O=[N+]([O-])c1ccccc1CS(=O)(=O)c1ccccc1. Yields the product Nc1ccccc1CS(=O)(=O)c1ccccc1. As a reaction SMILES: [CH3:22][OH:23].[ClH:24].[OH2:21].[Sn:20].[c:1]1([S:7](=[O:8])(=[O:9])[CH2:10][c:11]2[c:12]([N+:17]([O-:18])=[O:19])[cH:13][cH:14][cH:15][cH:16]2)[cH:2][cH:3][cH:4][cH:5][cH:6]1>>[c:1]1([S:7](=[O:8])(=[O:9])[CH2:10][c:11]2[c:12]([NH2:17])[cH:13][cH:14][cH:15][cH:16]2)[cH:2][cH:3][cH:4][cH:5][cH:6]1. Starting materials: NC1=C(C=CC=C1)NC(C1=CC=C(C=C1)C=CC1=NC(=NC(=N1)N)N1CCCCC1)=O (N-(2-Amino-phenyl)-4-[2-(4-amino-6-piperidin-1-yl-[1,3,5]triazin-2-yl)-vinyl]-benzamide). Reagents/catalysts: [Pd] (Pd/C). Run in CO (MeOH). Conditions: time 16 hour. The product is NC1=C(C=CC=C1)NC(C1=CC=C(C=C1)CCC1=NC(=NC(=N1)N)N1CCCCC1)=O (N-(2-Amino-phenyl)-4-[2-(4-amino-6-piperidin-1-yl-[1,3,5]triazin-2-yl)-ethyl]-benzamide). The yield is 55.8%. As a reaction SMILES: [NH2:1][C:2]1[CH:7]=[CH:6][CH:5]=[CH:4][C:3]=1[NH:8][C:9](=[O:31])[C:10]1[CH:15]=[CH:14][C:13]([CH:16]=[CH:17][C:18]2[N:23]=[C:22]([NH2:24])[N:21]=[C:20]([N:25]3[CH2:30][CH2:29][CH2:28][CH2:27][CH2:26]3)[N:19]=2)=[CH:12][CH:11]=1>CO.[Pd]>[NH2:1][C:2]1[CH:7]=[CH:6][CH:5]=[CH:4][C:3]=1[NH:8][C:9](=[O:31])[C:10]1[CH:15]=[CH:14][C:13]([CH2:16][CH2:17][C:18]2[N:23]=[C:22]([NH2:24])[N:21]=[C:20]([N:25]3[CH2:26][CH2:27][CH2:28][CH2:29][CH2:30]3)[N:19]=2)=[CH:12][CH:11]=1. Procedure details: To a solution of 223 (18 mg, 0.043 mmol) in MeOH (5 mL) was added 10% Pd/C (10 mg, 0.021 mmol). The reaction mixture was shaked under a pressure of H2 (40 psi) at room temperature for 16 h using an hydrogenation apparatus. Then, the reaction mixture was purged with N2, filtered through celite, and concentrated. The crude residue was then purified by flash chromatography on silica gel (MeOH/CH2Cl2: 2/98→4/96) to afford the title compound 224 (10 mg, 0.024 mmol, 56% yield). 1H NMR (300 MHz, CDCl3—... Starting materials: O=C1NC2=C(C=CC=C2C1)SC1=C(C=CC=C1)Cl (2-oxo-7-(2-chlorophenylthio)indoline), [OH-].[Na+] (sodium hydroxide), O1CCOCC1 (dioxane). The solvent is O (water). Product: NC1=C(C=CC=C1SC1=C(C=CC=C1)Cl)CC(=O)[O-].[Na+] (sodium 2-[2-amino-3-(2-chlorophenylthio)phenyl]acetate). As a reaction SMILES: [O:1]=[C:2]1[CH2:10][C:9]2[C:4](=[C:5]([S:11][C:12]3[CH:17]=[CH:16][CH:15]=[CH:14][C:13]=3[Cl:18])[CH:6]=[CH:7][CH:8]=2)[NH:3]1.[OH-].[Na+:20].[O:21]1CCOCC1>O>[NH2:3][C:4]1[C:5]([S:11][C:12]2[CH:17]=[CH:16][CH:15]=[CH:14][C:13]=2[Cl:18])=[CH:6][CH:7]=[CH:8][C:9]=1[CH2:10][C:2]([O-:21])=[O:1].[Na+:20] |f:1.2,5.6|. Reported procedure: A mixture of 2-oxo-7-(2-chlorophenylthio)indoline (5.0 g.), sodium hydroxide (1.5 g.), dioxane (15 ml.) and water (15 ml.) was refluxed for 14 hours with stirring. The reaction mixture was concentrated under reduced pressure. The residue was recrystallized from water twice and washed with diethyl ether to give crystals of the captioned compound (3.5 g.), mp 209° to 212° C. Starting materials: C(C1=CC=CC=C1)OC1=C(C=C(C(=C1)OCC1=CC=CC=C1)Cl)C1=C(C(=NO1)C)I (5-(2,4-Bis-benzyloxy-5-chloro-phenyl)-4-iodo-3-methyl-isoxazole), C(=O)C=1C=C(C=CC1)B(O)O (3-formylbenzene boronic acid), C(O)([O-])=O.[Na+] (Sodium hydrogen carbonate). Reagents/catalysts: Cl[Pd]([P](C1=CC=CC=C1)(C2=CC=CC=C2)C3=CC=CC=C3)([P](C4=CC=CC=C4)(C5=CC=CC=C5)C6=CC=CC=C6)Cl (Pd(Ph3P)2Cl2). The solvent is CN(C)C=O (DMF). Product: C(C1=CC=CC=C1)OC1=C(C=C(C(=C1)OCC1=CC=CC=C1)Cl)C1=C(C(=NO1)C)C=1C=C(C=O)C=CC1 (3-[5-(2,4-Bis-benzyloxy-5-chloro-phenyl)-3-methyl-isoxazol-4-yl]-benzaldehyde). As a reaction SMILES: [CH2:1]([O:8][C:9]1[CH:14]=[C:13]([O:15][CH2:16][C:17]2[CH:22]=[CH:21][CH:20]=[CH:19][CH:18]=2)[C:12]([Cl:23])=[CH:11][C:10]=1[C:24]1[O:28][N:27]=[C:26]([CH3:29])[C:25]=1I)[C:2]1[CH:7]=[CH:6][CH:5]=[CH:4][CH:3]=1.[CH:31]([C:33]1[CH:34]=[C:35](B(O)O)[CH:36]=[CH:37][CH:38]=1)=[O:32].C(=O)([O-])O.[Na+]>CN(C=O)C.Cl[Pd](Cl)([P](C1C=CC=CC=1)(C1C=CC=CC=1)C1C=CC=CC=1)[P](C1C=CC=CC=1)(C1C=CC=CC=1)C1C=CC=CC=1>[CH2:1]([O:8][C:9]1[CH:14]=[C:13]([O:15][CH2:16][C:17]2[CH:22]=[CH:21][CH:20]=[CH:19][CH:18]=2)[C:12]([Cl:23])=[CH:11][C:10]=1[C:24]1[O:28][N:27]=[C:26]([CH3:29])[C:25]=1[C:37]1[CH:38]=[C:33]([CH:34]=[CH:35][CH:36]=1)[CH:31]=[O:32])[C:2]1[CH:7]=[CH:6][CH:5]=[CH:4][CH:3]=1 |f:2.3,^1:54,73|. Procedure details: 5-(2,4-Bis-benzyloxy-5-chloro-phenyl)-4-iodo-3-methyl-isoxazole (200 mg, 0.38 mmol), and 3-formylbenzene boronic acid (85 mg, 1.5 equiv.) were dissolved in DMF (12 ml) before 1M Sodium hydrogen carbonate solution (1.1 ml, 3.0 equiv) and Pd(Ph3P)2Cl2 (21 mg, 0.08 equiv.) were added with stirring. The reaction mixture was transferred to three microwave tubes which were sealed and the mixtures within degassed before being irradiated by an initial power of 200 W to a temperature of 150° C. for 15 mi... The reactants are Cc1ccccc1, CC(=O)NCC1CN(c2cc(F)c(N3CCC(=O)CC3)c(F)c2)C(=O)O1, OCCO, Cc1ccc(S(=O)(=O)O)cc1. Product: CC(=O)NCC1CN(c2cc(F)c(N3CCC4(CC3)OCCO4)c(F)c2)C(=O)O1. As a reaction SMILES: [CH3:42][c:43]1[cH:44][cH:45][cH:46][cH:47][cH:48]1.[O:1]=[C:2]1[CH2:3][CH2:4][N:5]([c:8]2[c:9]([F:26])[cH:10][c:11]([N:15]3[C:16](=[O:25])[O:17][CH:18]([CH2:20][NH:21][C:22]([CH3:23])=[O:24])[CH2:19]3)[cH:12][c:13]2[F:14])[CH2:6][CH2:7]1.[OH:27][CH2:28][CH2:29][OH:30].[c:31]1([CH3:32])[cH:33][cH:34][c:35]([S:36]([OH:37])(=[O:38])=[O:39])[cH:40][cH:41]1>>[O:1]1[C:2]2([CH2:3][CH2:4][N:5]([c:8]3[c:9]([F:26])[cH:10][c:11]([N:15]4[C:16](=[O:25])[O:17][CH:18]([CH2:20][NH:21][C:22]([CH3:23])=[O:24])[CH2:19]4)[cH:12][c:13]3[F:14])[CH2:6][CH2:7]2)[O:27][CH2:28][CH2:29]1. Starting materials: CCN(C(C)C)C(C)C, O=C(Cl)Oc1ccc([N+](=O)[O-])cc1, ClCCl, NCC(F)(F)F. Yields the product O=C(NCC(F)(F)F)Oc1ccc([N+](=O)[O-])cc1. As a reaction SMILES: [CH:14]([N:15]([CH2:16][CH3:17])[CH:18]([CH3:19])[CH3:20])([CH3:21])[CH3:22].[Cl:1][C:2](=[O:3])[O:4][c:5]1[cH:6][cH:7][c:8]([N+:11](=[O:12])[O-:13])[cH:9][cH:10]1.[Cl:29][CH2:30][Cl:31].[F:23][C:24]([CH2:25][NH2:26])([F:27])[F:28]>>[C:2](=[O:3])([O:4][c:5]1[cH:6][cH:7][c:8]([N+:11](=[O:12])[O-:13])[cH:9][cH:10]1)[NH:26][CH2:25][C:24]([F:23])([F:27])[F:28]. Starting materials: BrC1=C(OCC(=O)N(NC(C2=CC=CC=C2)=O)C(C)C)C=CC(=C1)F (benzoic acid N′-[2-(2-bromo-4-fluoro-phenoxy)-acetyl]-N′-isopropyl-hydrazide), C(=O)([O-])[O-].[Na+].[Na+] (Na2CO3), ClC1=CC=C(C=C1)B(O)O (4-chlorophenylboronic acid), Pd[PPh3]4. Solvent: COCCOC (DME). Yields the product ClC1=CC=C(C=C1)C1=C(C=CC(=C1)F)OCC(=O)N(NC(C1=CC=CC=C1)=O)C(C)C (benzoic acid N′-[2-(4′-chloro-5-fluoro-biphenyl-2-yloxy)-acetyl]-N′-isopropyl-hydrazide). The yield is 27.9%. As a reaction SMILES: Br[C:2]1[CH:24]=[C:23]([F:25])[CH:22]=[CH:21][C:3]=1[O:4][CH2:5][C:6]([N:8]([CH:18]([CH3:20])[CH3:19])[NH:9][C:10](=[O:17])[C:11]1[CH:16]=[CH:15][CH:14]=[CH:13][CH:12]=1)=[O:7].C([O-])([O-])=O.[Na+].[Na+].[Cl:32][C:33]1[CH:38]=[CH:37][C:36](B(O)O)=[CH:35][CH:34]=1>COCCOC>[Cl:32][C:33]1[CH:38]=[CH:37][C:36]([C:2]2[CH:24]=[C:23]([F:25])[CH:22]=[CH:21][C:3]=2[O:4][CH2:5][C:6]([N:8]([CH:18]([CH3:20])[CH3:19])[NH:9][C:10](=[O:17])[C:11]2[CH:16]=[CH:15][CH:14]=[CH:13][CH:12]=2)=[O:7])=[CH:35][CH:34]=1 |f:1.2.3|. Procedure: A solution of benzoic acid N′-[2-(2-bromo-4-fluoro-phenoxy)-acetyl]-N′-isopropyl-hydrazide (50 mg, 0.122 mmol) in DME (3 ml)/2M Na2CO3 (0.215 ml, 0.427 mmol) was treated with 4-chlorophenylboronic acid (29 mg, 0.183 mmol) and Pd[PPh3]4 (28 mg, 0.0244 mmol) for 12 hours at 90° C. The reaction mixture was partitioned between water and ethyl acetate. The organic layer was washed with brine, dried over sodium sulfate, filtered, and concentrated. The crude was absorbed on silica and purified on a sil...